This data is from the Open Reaction Database (ORD), a public repository of structured organic reaction records. The task is: describe an organic reaction: reactants, conditions, products, and yield Reactants: CSC1=CC=C(C=C1)[C@@H]1[C@H](N=C(O1)C1=CC=CC=C1)CO ({(4R,5R)-5-[4-(Methylthio)phenyl]-2-phenyl-4,5-dihydro-1,3-oxazol-4-yl}methanol), ClC1=CC(=CC=C1)C(=O)OO (m-chloroperbenzoic acid). Run in ClCCl (dichloromethane), ClCCl (dichloromethane). Run at temperature -78 celsius, time 30 minute. The product is CS(=O)C1=CC=C(C=C1)[C@@H]1[C@H](N=C(O1)C1=CC=CC=C1)CO ({(4R,5R)-5-[4-(Methylsulfinyl)phenyl]-2-phenyl-4,5-dihydro-1,3-oxazol-4-yl}methanol). Yield: 99.1%. RXN SMILES: [CH3:1][S:2][C:3]1[CH:8]=[CH:7][C:6]([C@H:9]2[O:13][C:12]([C:14]3[CH:19]=[CH:18][CH:17]=[CH:16][CH:15]=3)=[N:11][C@@H:10]2[CH2:20][OH:21])=[CH:5][CH:4]=1.ClC1C=CC=C(C(OO)=[O:30])C=1>ClCCl>[CH3:1][S:2]([C:3]1[CH:4]=[CH:5][C:6]([C@H:9]2[O:13][C:12]([C:14]3[CH:19]=[CH:18][CH:17]=[CH:16][CH:15]=3)=[N:11][C@@H:10]2[CH2:20][OH:21])=[CH:7][CH:8]=1)=[O:30]. Procedure: To a solution of sulfide 18 (5 g, 16.7 mmol) in dichloromethane (200 mL) at −78° C. was added m-chloroperbenzoic acid (3.6 g, 16.7 mmol) in dichloromethane (150 mL) over a span of 10 minutes. The resulting mixture was stirred at −78° C. for 30 minutes. The reaction was quenched with aqueous NaHCO3 at −78° C. Extraction with dichloromethane (3×200 mL) afforded 5.22 g of the desired sulfoxide as a white solid, upon concentration. 1H NMR (200 MHz, CDCl3) 2.72 (s, 3H), 3.80-3.90 (m, 1H), 4.05-4.15 (... The reactants are Cl (Hydrochloric acid), N[C@@H]1CC[C@H](CC1)OCC(=O)OC(C)(C)C (tert.butyl (trans-4-aminocyclohexyl)oxyacetate). The solvent is CO (methanol). Conditions: time 8 hour. The product is Cl.COC(CO[C@@H]1CC[C@H](CC1)N)=O (Methyl(trans-4-aminocyclohexyl)oxyacetate-hydrochloride). As a reaction SMILES: [ClH:1].[NH2:2][C@H:3]1[CH2:8][CH2:7][C@H:6]([O:9][CH2:10][C:11]([O:13][C:14](C)(C)C)=[O:12])[CH2:5][CH2:4]1>CO>[ClH:1].[CH3:14][O:13][C:11](=[O:12])[CH2:10][O:9][C@H:6]1[CH2:7][CH2:8][C@H:3]([NH2:2])[CH2:4][CH2:5]1 |f:3.4|. Reported procedure: Hydrochloric acid gas is piped for an hour over a solution of 59.4 g of tert.butyl (trans-4-aminocyclohexyl)oxyacetate in 500 ml of methanol, cooled in an ice bath, and then the mixture is stirred overnight at ambient temperature. It is evaporated to dryness, the residue is triturated with acetone and the solid is suction filtered and dried.